Dataset: the Open Reaction Database (ORD), a public repository of structured organic reaction records. Task: describe an organic reaction: reactants, conditions, products, and yield Reactants: NC1=NC=NC=C1C(=O)N (4-amino-5-pyrimidinecarboxamide), COC(COCCC=1C=C(C=CC1)C)=O ((2-m-tolyl-ethoxy)-acetic acid methyl ester), [Li+].C[Si](C)(C)[N-][Si](C)(C)C (LiHMDS). Run in C1CCOC1 (THF). Yields the product C1(=CC(=CC=C1)CCOCC=1NC(C=2C(=NC=NC2)N1)=O)C (2-(2-m-Tolyl-ethoxymethyl)-3H-pyrimido[4,5-d]pyrimidin-4-one). Reaction SMILES: [NH2:1][C:2]1[C:7]([C:8]([NH2:10])=[O:9])=[CH:6][N:5]=[CH:4][N:3]=1.CO[C:13](=O)[CH2:14][O:15][CH2:16][CH2:17][C:18]1[CH:19]=[C:20]([CH3:24])[CH:21]=[CH:22][CH:23]=1.[Li+].C[Si]([N-][Si](C)(C)C)(C)C>C1COCC1>[C:20]1([CH3:24])[CH:21]=[CH:22][CH:23]=[C:18]([CH2:17][CH2:16][O:15][CH2:14][C:13]2[NH:10][C:8](=[O:9])[C:7]3[C:2]([N:1]=2)=[N:3][CH:4]=[N:5][CH:6]=3)[CH:19]=1 |f:2.3|. Procedure: In analogy to example 3.3, 4-amino-5-pyrimidinecarboxamide and (2-m-tolyl-ethoxy)-acetic acid methyl ester (prepared from 2-m-tolyl-ethanol [1875-89-4] in analogy to example 3.1-3.2) reacted in the presence of LiHMDS in THF to yield the title compound (after purification of the crude product with column chromatography (silica gel, EtOAc/MeOH) and crystallization from TBME) as white solid. MS: m/e=295.5 [M−H−]. The reactants are C(=O)C1=C(CCCO1)C(=O)OCC (ethyl 6-formyl-3,4-dihydro-2H-pyran-5-carboxylate), O.NN (hydrazine hydrate). Run in CO (methanol). Reaction conditions: temperature 110 celsius, time 20 minute. Yields the product O1CCCC2=C1C=NNC2=O (3,4-Dihydro-2H-pyrano[2,3-d]pyridazin-5(6H)-one). The yield is 98.2%. Reaction SMILES: [CH:1]([C:3]1[O:8][CH2:7][CH2:6][CH2:5][C:4]=1[C:9]([O:11]CC)=O)=O.O.[NH2:15][NH2:16]>CO>[O:8]1[C:3]2[CH:1]=[N:15][NH:16][C:9](=[O:11])[C:4]=2[CH2:5][CH2:6][CH2:7]1 |f:1.2|. Reported procedure: To a stirred 0° C. mixture of ethyl 6-formyl-3,4-dihydro-2H-pyran-5-carboxylate (1.705 g, 9.26 mmol) in methanol (80 mL) was added very quickly 35% hydrazine hydrate (0.311 g, 9.72 mmol). After 20 minutes, the solvent was removed under reduced pressure, and the residue was treated with acetic acid (70 mL) and water (7 mL) and stirred at 110° C. for 20 minutes. The solvents were removed in vacuo. The crude residue was eluted by silica gel chromatography with a 0 to 25% gradient of methanol/dichlo... Starting materials: ClC=1C=C(C=CC1F)C1=CN=C2N1C=CC(=N2)C(C)(C)O (2-[3-(3-chloro-4-fluorophenyl)imidazo[1,2-α]pyrimidin-7-yl]propan-2-ol), N1=CC(=CC=C1)B(O)O (3-pyridineboronic acid), O1BOBOB1 (boroxine), [O-]P(=O)([O-])[O-].[K+].[K+].[K+] (K3PO4), [OH-].[Na+] (NaOH). The reagents and catalysts are C=1C=CC(=CC1)/C=C/C(=O)/C=C/C2=CC=CC=C2.C=1C=CC(=CC1)/C=C/C(=O)/C=C/C2=CC=CC=C2.[Pd] (bis(dibenzylideneacetone)palladium(0)). Run in O (water), O1CCOCC1 (1,4-dioxane), O1CCOCC1 (1,4-dioxane). Run at temperature 70 celsius, time 16 hour. Product: FC1=C(C=C(C=C1)C1=CN=C2N1C=CC(=N2)C(C)(C)O)C=2C=NC=CC2 (2-[3-(4-fluoro-3-(pyridin-3-yl)phenyl)imidazo[1,2-α]pyrimidin-7-yl]propan-2-ol). As a reaction SMILES: Cl[C:2]1[CH:3]=[C:4]([C:9]2[N:13]3[CH:14]=[CH:15][C:16]([C:18]([OH:21])([CH3:20])[CH3:19])=[N:17][C:12]3=[N:11][CH:10]=2)[CH:5]=[CH:6][C:7]=1[F:8].[N:22]1[CH:27]=[CH:26][CH:25]=[C:24](B(O)O)[CH:23]=1.O1BOBOB1.[O-]P([O-])([O-])=O.[K+].[K+].[K+].[OH-].[Na+]>C1C=CC(/C=C/C(/C=C/C2C=CC=CC=2)=O)=CC=1.C1C=CC(/C=C/C(/C=C/C2C=CC=CC=2)=O)=CC=1.[Pd].O1CCOCC1.O>[F:8][C:7]1[CH:6]=[CH:5][C:4]([C:9]2[N:13]3[CH:14]=[CH:15][C:16]([C:18]([OH:21])([CH3:20])[CH3:19])=[N:17][C:12]3=[N:11][CH:10]=2)=[CH:3][C:2]=1[C:24]1[CH:23]=[N:22][CH:27]=[CH:26][CH:25]=1 |f:3.4.5.6,7.8,9.10.11|. Reported procedure: A 5 l round-bottomed flask equipped with a mechanical stirrer, thermocouple, nitrogen/vacuum inlet adaptor and septum was charged with 2-[3-(3-chloro-4-fluorophenyl)imidazo[1,2-α]pyrimidin-7-yl]propan-2-ol (101.59 g, 333 mmol), 3-pyridineboronic acid in the form of its boroxine (42.98 g, 350 mmol), K3PO4 (111.69 g, 526 mmol), 1,4-dioxane (1.20 l), and water (406 ml). Cycling vacuum and then nitrogen three times degassed the stirred slurry. All solids dissolved on warming to 70° C. A 500 ml round... Starting materials: CC(C)(C)OC(=O)NC1(C=Cc2ccc(O)c(C(F)(F)F)c2)COC(C)(C)OC1, O=C([O-])[O-], CN(C)C=O, [K+], [K+], O, BrCCCc1ccccc1. Yields the product CC(C)(C)OC(=O)NC1(C=Cc2ccc(OCCCc3ccccc3)c(C(F)(F)F)c2)COC(C)(C)OC1. As a reaction SMILES: [C:1]([CH3:2])([CH3:3])([CH3:4])[O:5][C:6]([NH:7][C:8]1([CH:16]=[CH:17][c:18]2[cH:19][c:20]([C:25]([F:26])([F:27])[F:28])[c:21]([OH:24])[cH:22][cH:23]2)[CH2:9][O:10][C:11]([CH3:14])([CH3:15])[O:12][CH2:13]1)=[O:29].[C:30](=[O:31])([O-:32])[O-:33].[CH3:47][N:48]([CH3:49])[CH:50]=[O:51].[K+:34].[K+:35].[OH2:46].[c:36]1([CH2:42][CH2:43][CH2:44][Br:45])[cH:37][cH:38][cH:39][cH:40][cH:41]1>>[C:1]([CH3:2])([CH3:3])([CH3:4])[O:5][C:6]([NH:7][C:8]1([CH:16]=[CH:17][c:18]2[cH:19][c:20]([C:25]([F:26])([F:27])[F:28])[c:21]([O:24][CH2:44][CH2:43][CH2:42][c:36]3[cH:37][cH:38][cH:39][cH:40][cH:41]3)[cH:22][cH:23]2)[CH2:9][O:10][C:11]([CH3:14])([CH3:15])[O:12][CH2:13]1)=[O:29]. The reactants are C1CCOC1, COC(=O)CCCN(C)c1cc(-c2noc(-c3sccc3Cl)n2)ccc1Cl, [Li+], [OH-], O. Product: CN(CCCC(=O)O)c1cc(-c2noc(-c3sccc3Cl)n2)ccc1Cl. RXN SMILES: [CH2:31]1[O:32][CH2:33][CH2:34][CH2:35]1.[CH3:3][O:4][C:5]([CH2:6][CH2:7][CH2:8][N:9]([CH3:10])[c:11]1[c:12]([Cl:28])[cH:13][cH:14][c:15](-[c:17]2[n:18][o:19][c:20](-[c:22]3[s:23][cH:24][cH:25][c:26]3[Cl:27])[n:21]2)[cH:16]1)=[O:29].[Li+:2].[OH-:1].[OH2:30]>>[O:4]=[C:5]([CH2:6][CH2:7][CH2:8][N:9]([CH3:10])[c:11]1[c:12]([Cl:28])[cH:13][cH:14][c:15](-[c:17]2[n:18][o:19][c:20](-[c:22]3[s:23][cH:24][cH:25][c:26]3[Cl:27])[n:21]2)[cH:16]1)[OH:29]. The reactants are CCOC(=O)C (EtOAc), FC(C=1C=C(C=C(C1)C(F)(F)F)[C@@H]1[C@@H](N(C(O1)=O)CC1=C(C=CC(=C1)Cl)Br)C)(F)F ((4S,5R)-5-[3,5-bis(trifluoromethyl)phenyl]-3-(2-bromo-5-chlorobenzyl)-4-methyl-1,3-oxazolidin-2-one), COC1=C(C=C(C=C1)C1=C(C=C(C=C1)C(=O)OC)C)B1OC(C(O1)(C)C)(C)C (methyl 4′-methoxy-2-methyl-3′-(4,4,5,5-tetramethyl-1,3,2-dioxaborolan-2-yl)biphenyl-4-carboxylate), COC1=C(C=C(C=C1)C1=C(C=C(C=C1)C(=O)OC)C)B1OC(C(O1)(C)C)(C)C (methyl 4′-methoxy-2-methyl-3′-(4,4,5,5-tetramethyl-1,3,2-dioxaborolan-2-yl)biphenyl-4-carboxylate), C([O-])([O-])=O.[Na+].[Na+] (sodium carbonate). The reagents and catalysts are [Pd].C1(=CC=CC=C1)P(C1=CC=CC=C1)C1=CC=CC=C1.C1(=CC=CC=C1)P(C1=CC=CC=C1)C1=CC=CC=C1.C1(=CC=CC=C1)P(C1=CC=CC=C1)C1=CC=CC=C1.C1(=CC=CC=C1)P(C1=CC=CC=C1)C1=CC=CC=C1 (tetrakis(triphenylphosphine) palladium). Solvent: CCCCCC (hexane), O.CCO.C1(=CC=CC=C1)C (water EtOH toluene). The product is FC(C=1C=C(C=C(C1)C(F)(F)F)[C@@H]1[C@@H](N(C(O1)=O)CC1=C(C=CC(=C1)Cl)C=1C=C(C=CC1OC)C1=C(C=C(C=C1)C(=O)OC)C)C)(F)F (Methyl 2″-({(4S,5R)-5-[3,5-bis(trifluoromethyl)phenyl]-4-methyl-2-oxo-1,3-oxazolidin-3-yl}methyl)-4″-chloro-4′-methoxy-2-methyl-1,1′:3′,1″-terphenyl-4-carboxylate). Reaction SMILES: [F:1][C:2]([F:30])([F:29])[C:3]1[CH:4]=[C:5]([C@H:13]2[O:17][C:16](=[O:18])[N:15]([CH2:19][C:20]3[CH:25]=[C:24]([Cl:26])[CH:23]=[CH:22][C:21]=3Br)[C@H:14]2[CH3:28])[CH:6]=[C:7]([C:9]([F:12])([F:11])[F:10])[CH:8]=1.[CH3:31][O:32][C:33]1[CH:38]=[CH:37][C:36]([C:39]2[CH:44]=[CH:43][C:42]([C:45]([O:47][CH3:48])=[O:46])=[CH:41][C:40]=2[CH3:49])=[CH:35][C:34]=1B1OC(C)(C)C(C)(C)O1.C(=O)([O-])[O-].[Na+].[Na+].CCOC(C)=O>O.CCO.C1(C)C=CC=CC=1.[Pd].C1(P(C2C=CC=CC=2)C2C=CC=CC=2)C=CC=CC=1.C1(P(C2C=CC=CC=2)C2C=CC=CC=2)C=CC=CC=1.C1(P(C2C=CC=CC=2)C2C=CC=CC=2)C=CC=CC=1.C1(P(C2C=CC=CC=2)C2C=CC=CC=2)C=CC=CC=1.CCCCCC>[F:1][C:2]([F:30])([F:29])[C:3]1[CH:4]=[C:5]([C@H:13]2[O:17][C:16](=[O:18])[N:15]([CH2:19][C:20]3[CH:25]=[C:24]([Cl:26])[CH:23]=[CH:22][C:21]=3[C:34]3[CH:35]=[C:36]([C:39]4[CH:44]=[CH:43][C:42]([C:45]([O:47][CH3:48])=[O:46])=[CH:41][C:40]=4[CH3:49])[CH:37]=[CH:38][C:33]=3[O:32][CH3:31])[C@H:14]2[CH3:28])[CH:6]=[C:7]([C:9]([F:12])([F:11])[F:10])[CH:8]=1 |f:2.3.4,6.7.8,9.10.11.12.13|. Procedure: A mixture of the title compound from Step B (0.068 g, 0.13 mmol), methyl 4′-methoxy-2-methyl-3′-(4,4,5,5-tetramethyl-1,3,2-dioxaborolan-2-yl)biphenyl-4-carboxylate (INTERMEDIATE 11) (0.075 g, 0.19 mmol), tetrakis(triphenylphosphine) palladium (15 mg, 5% mol) and sodium carbonate (0.07 g, 0.65 mmol) in 7 ml of water/EtOH/toluene (1:2:4) was heated to reflux for 5 h. TLC (EtOAc:hexane/1:3) showed that the reaction was over. The solvents were removed. Water (10 ml) was added. The organic was extrac... Starting materials: Tween 80, [OH-].[Na+] (sodium hydroxide), C1(=CC=CC=C1)[O-].[Na+] (sodium phenolate), [OH-].[Na+].C1=CC=CC=C1 (sodium hydroxide benzene), C1(=CC=CC=C1)O (phenol), Cl (hydrochloric acid). Solvent: C(Cl)(Cl)Cl (chloroform), C(Cl)(Cl)Cl (chloroform), C(C(C)C)C(=O)C (methyl isobutyl ketone), C(C)(=O)OCC (ethyl acetate), C1=CC=CC=C1 (benzene). Product: C(C=1C(O)=CC=CC1)=O (salicylaldehyde), OC1=CC=C(C=O)C=C1 (p-hydroxybenzaldehyde). RXN SMILES: [C:1]1([O-:7])[CH:6]=[CH:5][CH:4]=[CH:3][CH:2]=1.[Na+].[OH-].[Na+].C1C=CC=CC=1.[OH-].[Na+].Cl.[C:20]1([OH:26])[CH:25]=[CH:24][CH:23]=[CH:22][CH:21]=1>C(C(C)=O)C(C)C.C(OCC)(=O)C.C(Cl)(Cl)Cl.C1C=CC=CC=1>[CH:20](=[O:26])[C:2]1[C:1](=[CH:6][CH:5]=[CH:4][CH:3]=1)[OH:7].[OH:26][C:20]1[CH:25]=[CH:24][C:23]([CH:1]=[O:7])=[CH:22][CH:21]=1 |f:0.1,2.3.4,5.6|. Procedure details: A three-necked flask equipped with a condenser and a stirrer was charged with 3.0 g (0.0259 mol) of sodium phenolate and 20.66 g of an anhydrous sodium hydroxide/benzene slurry [sodium hydroxide 5.16 g (0.129 mol)/benzene 15.5 g], each of which was individually prepared in advance, and 0.15 g (about 0.00014 mol) of Tween 80. The mixture was heated to 60° to 65° C. with stirring. When the temperature of the reaction system became constant, 18.5 g (0.155 mol) of chloroform charged in the side inle...